Dataset: the Open Reaction Database (ORD), a public repository of structured organic reaction records. Task: describe an organic reaction: reactants, conditions, products, and yield Reactants: C1C=CCC=2C(C3=C(CCC21)C=CC=C3)CCN3CCCC3 (1-[2-(4,5,10,11-tetrahydro-1H-dibenzo[a,d]cyclohepten-5-yl)ethyl]pyrrolidine), C(\C=C/C(=O)O)(=O)O (maleic acid). The solvent is CC(=O)C (acetone), CCCCCC (n-hexane), CC(=O)C (acetone). Reaction conditions: time 15 hour. The product is C(\C=C/C(=O)O)(=O)O.C1C=CCC=2C(C3=C(CCC21)C=CC=C3)CCN3CCCC3 (1-[2-(4,5,10,11-tetrahydro-1H-dibenzo[a,d]cyclohepten-5-yl)ethyl]pyrrolidine maleate). RXN SMILES: [CH2:1]1[C:11]2[CH2:10][CH2:9][C:8]3[CH:12]=[CH:13][CH:14]=[CH:15][C:7]=3[CH:6]([CH2:16][CH2:17][N:18]3[CH2:22][CH2:21][CH2:20][CH2:19]3)[C:5]=2[CH2:4][CH:3]=[CH:2]1.[C:23]([OH:30])(=[O:29])/[CH:24]=[CH:25]\[C:26]([OH:28])=[O:27]>CC(C)=O.CCCCCC>[C:23]([OH:30])(=[O:29])/[CH:24]=[CH:25]\[C:26]([OH:28])=[O:27].[CH2:12]1[C:8]2[CH2:9][CH2:10][C:11]3[CH:1]=[CH:2][CH:3]=[CH:4][C:5]=3[CH:6]([CH2:16][CH2:17][N:18]3[CH2:19][CH2:20][CH2:21][CH2:22]3)[C:7]=2[CH2:15][CH:14]=[CH:13]1 |f:4.5|. Procedure details: 660 g of crude 1-[2-(4,5,10,11-tetrahydro-1H-dibenzo[a,d]cyclohepten-5-yl)ethyl]pyrrolidine are dissolved in 3.0 l of acetone under an argon atmosphere while warming slightly (to about 40°). The solution obtained is cooled to about 10° and treated while stirring with a solution, pre-cooled to about 10°, of 264.0 g of maleic acid in 1.6 l of acetone and diluted with 4.0 l of n-hexane while passing argon through the mixture. After 15 hours at room temperature and with the exclusion of light, the r...